This data is from the Open Reaction Database (ORD), a public repository of structured organic reaction records. The task is: describe an organic reaction: reactants, conditions, products, and yield The reactants are C1CCOC1, CI, [H-], [Na+], Cn1c(C#N)ccc1-c1ccc(C(=NO)C(C)(C)C)cc1. Yields the product CON=C(c1ccc(-c2ccc(C#N)n2C)cc1)C(C)(C)C. As a reaction SMILES: [CH2:26]1[O:27][CH2:28][CH2:29][CH2:30]1.[CH3:24][I:25].[H-:22].[Na+:23].[OH:1][N:2]=[C:3]([C:4]([CH3:5])([CH3:6])[CH3:7])[c:8]1[cH:9][cH:10][c:11](-[c:14]2[cH:15][cH:16][c:17]([C:20]#[N:21])[n:18]2[CH3:19])[cH:12][cH:13]1>>[O:1]([N:2]=[C:3]([C:4]([CH3:5])([CH3:6])[CH3:7])[c:8]1[cH:9][cH:10][c:11](-[c:14]2[cH:15][cH:16][c:17]([C:20]#[N:21])[n:18]2[CH3:19])[cH:12][cH:13]1)[CH3:24].